Dataset: the Open Reaction Database (ORD), a public repository of structured organic reaction records. Task: describe an organic reaction: reactants, conditions, products, and yield Starting materials: BrC1=NC=C(N=C1F)C1=CC=C(C=C1)OCCCCCCCC (2-bromo-3-fluoro-5-(4-octyloxyphenyl)pyrazine), C(CCCCCCC)OC1=CC=C(C=C1)B(O)O (4-octyloxyphenylboronic acid). The product is FC1=NC(=CN=C1C1=CC=C(C=C1)OCCCCCCCC)C1=CC=C(C=C1)OCCCCCCCC (2-fluoro-3,6-bis (4-octyloxyphenyl)pyrazine). Isolated yield 73.7%. As a reaction SMILES: Br[C:2]1[C:7]([F:8])=[N:6][C:5]([C:9]2[CH:14]=[CH:13][C:12]([O:15][CH2:16][CH2:17][CH2:18][CH2:19][CH2:20][CH2:21][CH2:22][CH3:23])=[CH:11][CH:10]=2)=[CH:4][N:3]=1.[CH2:24]([O:32][C:33]1[CH:38]=[CH:37][C:36](B(O)O)=[CH:35][CH:34]=1)[CH2:25][CH2:26][CH2:27][CH2:28][CH2:29][CH2:30][CH3:31]>>[F:8][C:7]1[C:2]([C:36]2[CH:37]=[CH:38][C:33]([O:32][CH2:24][CH2:25][CH2:26][CH2:27][CH2:28][CH2:29][CH2:30][CH3:31])=[CH:34][CH:35]=2)=[N:3][CH:4]=[C:5]([C:9]2[CH:14]=[CH:13][C:12]([O:15][CH2:16][CH2:17][CH2:18][CH2:19][CH2:20][CH2:21][CH2:22][CH3:23])=[CH:11][CH:10]=2)[N:6]=1. Reported procedure: An analogous reaction to Example 1b of 2.00 g (5.25 mmol) of 2-bromo-3-fluoro-5-(4-octyloxyphenyl)pyrazine (prepared as described in Example 1a-1c) and 1.31 g (5.25 mmol) of 4-octyloxyphenylboronic acid gives 1.96 g of 2-fluoro-3,6-bis (4-octyloxyphenyl)pyrazine. ##STR18## The compound has the following phase sequence: The reactants are O=c1ccn2c(-c3ccc(F)cc3F)c(CO)ccc2c1-c1c(F)cccc1F, O=S(=O)(O)O. Yields the product O=C(O)c1ccc2c(-c3c(F)cccc3F)c(=O)ccn2c1-c1ccc(F)cc1F. As a reaction SMILES: [F:1][c:2]1[c:3](-[c:9]2[n:10]3[cH:11][cH:12][c:13](=[O:29])[c:14](-[c:21]4[c:22]([F:28])[cH:23][cH:24][cH:25][c:26]4[F:27])[c:15]3[cH:16][cH:17][c:18]2[CH2:19][OH:20])[cH:4][cH:5][c:6]([F:8])[cH:7]1.[S:30]([OH:31])(=[O:32])(=[O:33])[OH:34]>>[F:1][c:2]1[c:3](-[c:9]2[n:10]3[cH:11][cH:12][c:13](=[O:29])[c:14](-[c:21]4[c:22]([F:28])[cH:23][cH:24][cH:25][c:26]4[F:27])[c:15]3[cH:16][cH:17][c:18]2[C:19](=[O:20])[OH:31])[cH:4][cH:5][c:6]([F:8])[cH:7]1.